This data is from the Open Reaction Database (ORD), a public repository of structured organic reaction records. The task is: describe an organic reaction: reactants, conditions, products, and yield The reactants are NC1=NC2=C(N1C1=CC=C(C=C1)I)C=CC=C2 (1 -(2-amino-1-benzimidazolyl)-4-iodobenzene), C[Sn](C=1OC=CC1)(C)C (2-trimethylstannylfuran). Product: NC1=NC2=C(N1C1=CC=C(C=C1)C=1OC=CC1)C=CC=C2 (2-Amino-1-[4-(2-furyl)phenyl]benzimidazole). Reaction SMILES: [NH2:1][C:2]1[N:6]([C:7]2[CH:12]=[CH:11][C:10](I)=[CH:9][CH:8]=2)[C:5]2[CH:14]=[CH:15][CH:16]=[CH:17][C:4]=2[N:3]=1.C[Sn](C)(C)[C:20]1[O:21][CH:22]=[CH:23][CH:24]=1>>[NH2:1][C:2]1[N:6]([C:7]2[CH:12]=[CH:11][C:10]([C:20]3[O:21][CH:22]=[CH:23][CH:24]=3)=[CH:9][CH:8]=2)[C:5]2[CH:14]=[CH:15][CH:16]=[CH:17][C:4]=2[N:3]=1. Procedure details: 2-Amino-1-[4-(2-furyl)phenyl]benzimidazole was prepared from 1 -(2-amino-1-benzimidazolyl)-4-iodobenzene and 2-trimethylstannylfuran according to method C, mp 210°-212° C. The reactants are Fc1cccc(F)c1CBr, [Li+], [Li+], O=C([O-])[O-], CN(C)C=O, CC(=O)c1ccc(O)c(O)c1. The product is CC(=O)c1ccc(OCc2c(F)cccc2F)c(O)c1. Reaction SMILES: [Br:18][CH2:19][c:20]1[c:21]([F:27])[cH:22][cH:23][cH:24][c:25]1[F:26].[Li+:12].[Li+:13].[O-:14][C:15](=[O:16])[O-:17].[O:28]=[CH:29][N:30]([CH3:31])[CH3:32].[OH:1][c:2]1[cH:3][c:4]([C:9]([CH3:10])=[O:11])[cH:5][cH:6][c:7]1[OH:8]>>[OH:1][c:2]1[cH:3][c:4]([C:9]([CH3:10])=[O:11])[cH:5][cH:6][c:7]1[O:8][CH2:19][c:20]1[c:21]([F:27])[cH:22][cH:23][cH:24][c:25]1[F:26]. Starting materials: C1CCOC1, Cc1ncccc1N1CCc2c(Cl)ncnc21, [H-], [Na+], CC(C)OC(=O)N1CCC(O)CC1. Yields the product Cc1ncccc1N1CCc2c(OC3CCN(C(=O)OC(C)C)CC3)ncnc21. RXN SMILES: [CH2:33]1[O:34][CH2:35][CH2:36][CH2:37]1.[Cl:16][c:17]1[c:18]2[c:19]([n:20][cH:21][n:22]1)[N:23]([c:26]1[c:27]([CH3:32])[n:28][cH:29][cH:30][cH:31]1)[CH2:24][CH2:25]2.[H-:15].[Na+:14].[OH:1][CH:2]1[CH2:3][CH2:4][N:5]([C:8](=[O:9])[O:10][CH:11]([CH3:12])[CH3:13])[CH2:6][CH2:7]1>>[O:1]([CH:2]1[CH2:3][CH2:4][N:5]([C:8](=[O:9])[O:10][CH:11]([CH3:12])[CH3:13])[CH2:6][CH2:7]1)[c:17]1[c:18]2[c:19]([n:20][cH:21][n:22]1)[N:23]([c:26]1[c:27]([CH3:32])[n:28][cH:29][cH:30][cH:31]1)[CH2:24][CH2:25]2. Starting materials: Cc1ccccc1, CC(=O)O, ClCCl, O=C1OC(=O)c2cc([N+](=O)[O-])ccc21, Nc1ccc2c(c1)C=C2, O. The product is O=C1c2ccc([N+](=O)[O-])cc2C(=O)N1c1ccc2c(c1)C=C2. Reaction SMILES: [CH3:24][c:25]1[cH:26][cH:27][cH:28][cH:29][cH:30]1.[CH3:32][C:33](=[O:34])[OH:35].[Cl:36][CH2:37][Cl:38].[N+:1](=[O:2])([O-:3])[c:4]1[cH:5][c:6]2[c:7]([cH:13][cH:14]1)[C:8](=[O:9])[O:10][C:11]2=[O:12].[NH2:15][c:16]1[cH:17][c:18]2[c:19]([cH:22][cH:23]1)[CH:20]=[CH:21]2.[OH2:31]>>[N+:1](=[O:2])([O-:3])[c:4]1[cH:5][c:6]2[c:7]([cH:13][cH:14]1)[C:8](=[O:10])[N:15]([c:16]1[cH:17][c:18]3[c:19]([cH:22][cH:23]1)[CH:20]=[CH:21]3)[C:11]2=[O:12]. Reactants: CS(C)=O, N#Cc1ccc(-c2nc(-c3ccccn3)c(-c3ccc4c(c3)OCO4)o2)cc1, OO. Product: NC(=O)c1ccc(-c2nc(-c3ccccn3)c(-c3ccc4c(c3)OCO4)o2)cc1. Reaction SMILES: [CH3:31][S:32]([CH3:33])=[O:34].[O:1]1[CH2:2][O:3][c:4]2[c:5]1[cH:6][cH:7][c:8](-[c:10]1[c:11](-[c:23]3[n:24][cH:25][cH:26][cH:27][cH:28]3)[n:12][c:13](-[c:15]3[cH:16][cH:17][c:18]([C:19]#[N:20])[cH:21][cH:22]3)[o:14]1)[cH:9]2.[OH:29][OH:30]>>[O:1]1[CH2:2][O:3][c:4]2[c:5]1[cH:6][cH:7][c:8](-[c:10]1[c:11](-[c:23]3[n:24][cH:25][cH:26][cH:27][cH:28]3)[n:12][c:13](-[c:15]3[cH:16][cH:17][c:18]([C:19]([NH2:20])=[O:29])[cH:21][cH:22]3)[o:14]1)[cH:9]2. The reactants are [H][H] (hydrogen), C(C1=CC=CC=C1)OC1=CC(=C(C[C@H]2C(N(CC2)[C@@H]2CC[C@H](CC2)OC)=O)C(=C1)Cl)Cl ((R)-3-(4-benzyloxy-2,6-dichloro-benzyl)-trans-1-(4-methoxy-cyclohexyl)-pyrrolidin-2-one), [H][H] (hydrogen). Reagents/catalysts: [OH-].[Pd+2].[OH-] (palladium hydroxide). Solvent: C(C)(=O)OCC (ethyl acetate). The product is ClC1=C(C[C@H]2C(N(CC2)[C@@H]2CC[C@H](CC2)OC)=O)C(=CC(=C1)O)Cl ((R)-3-(2,6-Dichloro-4-hydroxy-benzyl)-trans-1-(4-methoxy-cyclohexyl)-pyrrolidin-2-one). RXN SMILES: C([O:8][C:9]1[CH:29]=[C:28]([Cl:30])[C:12]([CH2:13][C@@H:14]2[CH2:18][CH2:17][N:16]([C@H:19]3[CH2:24][CH2:23][C@H:22]([O:25][CH3:26])[CH2:21][CH2:20]3)[C:15]2=[O:27])=[C:11]([Cl:31])[CH:10]=1)C1C=CC=CC=1.[H][H]>C(OCC)(=O)C.[OH-].[Pd+2].[OH-]>[Cl:31][C:11]1[CH:10]=[C:9]([OH:8])[CH:29]=[C:28]([Cl:30])[C:12]=1[CH2:13][C@@H:14]1[CH2:18][CH2:17][N:16]([C@H:19]2[CH2:24][CH2:23][C@H:22]([O:25][CH3:26])[CH2:21][CH2:20]2)[C:15]1=[O:27] |f:3.4.5|. Procedure details: Stir (R)-3-(4-benzyloxy-2,6-dichloro-benzyl)-trans-1-(4-methoxy-cyclohexyl)-pyrrolidin-2-one (2.59 g, 5.61 mmol) and palladium hydroxide (20% on carbon) (0.300 g, 10% by weight) in 100 ml of ethyl acetate. Bubble hydrogen gas through the solution while stirring at room temperature for 5 minutes. Stir the mixture under the hydrogen gas atmosphere for 5 hours. Filter through Celite® and concentrate under vacuum to recover 2.08 g of the title compound (99%). MS (m/z): 372 (M+). The reactants are BrC=1C=C(C=CC1)N1C(C(CC1)COS(=O)(=O)C)=O (1-(3-bromophenyl)-3-mesyloxymethyl-2-pyrrolidinone), COCCN1CCNCC1 (1-(2-methoxyethyl)piperazine). Procedure: The title compound was prepared from 1-(3-bromophenyl)-3-mesyloxymethyl-2-pyrrolidinone and 1-(2-methoxyethyl)piperazine, in the same manner as in Preparation Example 1(8). Yields the product BrC=1C=C(C=CC1)N1C(C(CC1)CN1CCN(CC1)CCOC)=O (1-(3-bromophenyl)-3-(4-(2-methoxyethyl)piperazin-1-yl)methyl-2-pyrrolidinone). As a reaction SMILES: [Br:1][C:2]1[CH:3]=[C:4]([N:8]2[CH2:12][CH2:11][CH:10]([CH2:13]OS(C)(=O)=O)[C:9]2=[O:19])[CH:5]=[CH:6][CH:7]=1.[CH3:20][O:21][CH2:22][CH2:23][N:24]1[CH2:29][CH2:28][NH:27][CH2:26][CH2:25]1>>[Br:1][C:2]1[CH:3]=[C:4]([N:8]2[CH2:12][CH2:11][CH:10]([CH2:13][N:27]3[CH2:28][CH2:29][N:24]([CH2:23][CH2:22][O:21][CH3:20])[CH2:25][CH2:26]3)[C:9]2=[O:19])[CH:5]=[CH:6][CH:7]=1.